This data is from the Open Reaction Database (ORD), a public repository of structured organic reaction records. The task is: describe an organic reaction: reactants, conditions, products, and yield The reactants are N1=CC=C(C=C1)B(O)O (4-Pyridinylboronic acid), C([O-])([O-])=O.[Na+].[Na+] (sodium carbonate), BrC=1C=CC(=C(C(=O)NC2=CN=NC=C2)C1)OCC1=CC=C(C=C1)F (5-Bromo-2-{[(4-fluorophenyl)methyl]oxy}-N-4-pyridazinylbenzamide). Reagents/catalysts: C=1C=CC(=CC1)[P](C=2C=CC=CC2)(C=3C=CC=CC3)[Pd]([P](C=4C=CC=CC4)(C=5C=CC=CC5)C=6C=CC=CC6)([P](C=7C=CC=CC7)(C=8C=CC=CC8)C=9C=CC=CC9)[P](C=1C=CC=CC1)(C=1C=CC=CC1)C=1C=CC=CC1 (tetrakis(triphenylphosphine)palladium(0)). Solvent: COCCOC (1,2-dimethoxyethane). Conditions: temperature 120 celsius. Product: FC1=CC=C(C=C1)COC1=C(C(=O)NC2=CN=NC=C2)C=C(C=C1)C1=CC=NC=C1 (2-{[(4-Fluorophenyl)methyl]oxy}-N-4-pyridazinyl-5-(4-pyridinyl)benzamide). Reaction SMILES: [N:1]1[CH:6]=[CH:5][C:4](B(O)O)=[CH:3][CH:2]=1.C(=O)([O-])[O-].[Na+].[Na+].Br[C:17]1[CH:18]=[CH:19][C:20]([O:32][CH2:33][C:34]2[CH:39]=[CH:38][C:37]([F:40])=[CH:36][CH:35]=2)=[C:21]([CH:31]=1)[C:22]([NH:24][C:25]1[CH:30]=[CH:29][N:28]=[N:27][CH:26]=1)=[O:23]>COCCOC.C1C=CC([P]([Pd]([P](C2C=CC=CC=2)(C2C=CC=CC=2)C2C=CC=CC=2)([P](C2C=CC=CC=2)(C2C=CC=CC=2)C2C=CC=CC=2)[P](C2C=CC=CC=2)(C2C=CC=CC=2)C2C=CC=CC=2)(C2C=CC=CC=2)C2C=CC=CC=2)=CC=1>[F:40][C:37]1[CH:36]=[CH:35][C:34]([CH2:33][O:32][C:20]2[CH:19]=[CH:18][C:17]([C:4]3[CH:5]=[CH:6][N:1]=[CH:2][CH:3]=3)=[CH:31][C:21]=2[C:22]([NH:24][C:25]2[CH:30]=[CH:29][N:28]=[N:27][CH:26]=2)=[O:23])=[CH:39][CH:38]=1 |f:1.2.3,^1:50,52,71,90|. Procedure details: 4-Pyridinylboronic acid (81 mg, 0.66 mmol), sodium carbonate (1.09 ml, 1.09 mmol) and tetrakis(triphenylphosphine)palladium(0) (37.9 mg, 0.03 mmol) were added to a solution of 5-bromo-2-{([(4-fluorophenyl)methyl]oxy}-N-4-pyridazinylbenzamide (may be prepared as described in Example 77; 220 mg, 0.55 mmol) in 1,2-dimethoxyethane (5 ml). The reaction was heated at 120° C. for one hour. The solvent was removed in vacuo, redissolved in 1:1 dimethylsulfoxide/methanol and purified by MDAP to yield the ... Starting materials: C1(CCCCC1)C1=NN=C2CC(N(C3=C(N12)C=CC=C3)CC(=O)N(C3=CC=CC=C3)C(C)C)=O (2-(1-cyclohexyl-5-oxo-4,5-dihydro-2,3,6,10b-tetraaza-benzo[e]azulen-6-yl)-N-isopropyl-N-phenyl-acetamide), N1C=C(C2=CC=CC=C12)C=O (1H-indole-3-carbaldehyde). The product is C1(CCCCC1)C1=NN=C2C(C(N(C3=C(N12)C=CC=C3)CC(=O)N(C3=CC=CC=C3)C(C)C)=O)CC3=CNC1=CC=CC=C31 (2-[1-cyclohexyl-4-(1H-indol-3-ylmethyl)-5-oxo-4,5-dihydro-2,3,6,10b-tetraaza-benzo[e]azulen-6-yl]-N-isopropyl-N-phenyl-acetamide). RXN SMILES: [CH:1]1([C:7]2[N:16]3[C:10]([CH2:11][C:12](=[O:34])[N:13]([CH2:21][C:22]([N:24]([CH:31]([CH3:33])[CH3:32])[C:25]4[CH:30]=[CH:29][CH:28]=[CH:27][CH:26]=4)=[O:23])[C:14]4[CH:20]=[CH:19][CH:18]=[CH:17][C:15]=43)=[N:9][N:8]=2)[CH2:6][CH2:5][CH2:4][CH2:3][CH2:2]1.[NH:35]1[C:43]2[C:38](=[CH:39][CH:40]=[CH:41][CH:42]=2)[C:37]([CH:44]=O)=[CH:36]1>>[CH:1]1([C:7]2[N:16]3[C:10]([CH:11]([CH2:44][C:37]4[C:38]5[C:43](=[CH:42][CH:41]=[CH:40][CH:39]=5)[NH:35][CH:36]=4)[C:12](=[O:34])[N:13]([CH2:21][C:22]([N:24]([CH:31]([CH3:32])[CH3:33])[C:25]4[CH:30]=[CH:29][CH:28]=[CH:27][CH:26]=4)=[O:23])[C:14]4[CH:20]=[CH:19][CH:18]=[CH:17][C:15]=43)=[N:9][N:8]=2)[CH2:6][CH2:5][CH2:4][CH2:3][CH2:2]1. Procedure: Following the procedure described for Example 6(A), Step A; 2-(1-cyclohexyl-5-oxo-4,5-dihydro-2,3,6,10b-tetraaza-benzo[e]azulen-6-yl)-N-isopropyl-N-phenyl-acetamide (Preparation 8(B)) was condensed with 1H-indole-3-carbaldehyde. This intermediate was carried forward according to Example 6(A) Step B to afford 2-[1-cyclohexyl-4-(1H-indol-3-ylmethyl)-5-oxo-4,5-dihydro-2,3,6,10b-tetraaza-benzo[e]azulen-6-yl]-N-isopropyl-N-phenyl-acetamide. 1H NMR (CD2Cl2) δ 8.44 (s, 1H), 7.42-7.48 (m, 4H), 7.28-7.42... Starting materials: solution, CC1=C(SC2=C1CN(CC2)C(=O)C=2N(C=CC2)C)C(=O)OCC (ethyl 3-methyl-5-(1-methyl-1H-pyrrole-2-carbonyl)-4,5,6,7-tetrahydrothieno[3,2-c]pyridine-2-carboxylate), C(=O)O (formic acid), Cl.NO (hydroxylamine hydrochloride), NO.[K] (hydroxylamine•potassium), [OH-].[K+] (potassium hydroxide). The solvent is CS(=O)C (DMSO), CO (methanol), CO (methanol), CO (methanol). Run at temperature 90 celsius, time 30 minute. Yields the product ONC(=O)C1=C(C=2CN(CCC2S1)C(=O)C=1N(C=CC1)C)C (N-hydroxy-3-methyl-5-[(1-methyl-1H-pyrrol-2-yl)carbonyl]-4,5,6,7-tetrahydrothieno[3,2-c]pyridine-2-carboxamide). Isolated yield 22.5%. As a reaction SMILES: Cl.[NH2:2][OH:3].[OH-].[K+].NO.[K].[CH3:9][C:10]1[C:14]2[CH2:15][N:16]([C:19]([C:21]3[N:22]([CH3:26])[CH:23]=[CH:24][CH:25]=3)=[O:20])[CH2:17][CH2:18][C:13]=2[S:12][C:11]=1[C:27]([O:29]CC)=O.C(O)=O>CO.CS(C)=O>[OH:3][NH:2][C:27]([C:11]1[S:12][C:13]2[CH2:18][CH2:17][N:16]([C:19]([C:21]3[N:22]([CH3:26])[CH:23]=[CH:24][CH:25]=3)=[O:20])[CH2:15][C:14]=2[C:10]=1[CH3:9])=[O:29] |f:0.1,2.3,4.5,^1:7|. Procedure: A mixture of hydroxylamine hydrochloride (2 g, 29 mmol) in methanol (10 mL) was heated at 90° C. under a dry nitrogen atmosphere until homogenous. To the heated solution was added a solution of potassium hydroxide (2.85 g, 50.8 mmol) in methanol (6 mL). The formation of a white precipitate was observed. After heating at 90° C. for 30 minutes, the mixture was cooled to room temperature and the solids allowed to settle. The resulting solution was assumed to have a 1.7 M concentration of hydroxylam... Starting materials: O (water), N1=C(C=CC=C1C)C (2,6-lutidine), Cl[Si](C)(C)C(C)(C)C (chloro-tert-butyldimethylsilane), OCCC1=CC=NC=C1 (4-(2-hydroxyethyl)pyridine). Run in ClCCl (dichloromethane). Reaction conditions: time 3 hour. Yields the product O([Si](C)(C)C(C)(C)C)CCC1=CC=NC=C1 (4-[2-(tert-butyldimethylsiloxy)ethyl]pyridine). Isolated yield 99.6%. RXN SMILES: [OH:1][CH2:2][CH2:3][C:4]1[CH:9]=[CH:8][N:7]=[CH:6][CH:5]=1.N1C(C)=CC=CC=1C.Cl[Si:19]([C:22]([CH3:25])([CH3:24])[CH3:23])([CH3:21])[CH3:20].O>ClCCl>[O:1]([CH2:2][CH2:3][C:4]1[CH:9]=[CH:8][N:7]=[CH:6][CH:5]=1)[Si:19]([C:22]([CH3:25])([CH3:24])[CH3:23])([CH3:21])[CH3:20]. Procedure: Commercially available 4-(2-hydroxyethyl)pyridine (10.0 g, 81.2 mmol) was dissolved in dichloromethane (400 mL), then 2,6-lutidine (26.1 g, 244 mmol) and chloro-tert-butyldimethylsilane (32.0 g, 121 mmol) were added thereto, followed by stirring at room temperature for 3 hours. After completion of the reaction was confirmed by thin-layer chromatography, water was added to the reaction mixture, and the resulting mixture was separated into organic layer and aqueous layer. The organic layer was dri... Starting materials: C(C)(C)(C)OC(NC1=C(C=C(C=C1)C1=C(C=CC=C1)F)NC(CC(=O)C1=C(C=CC(=C1)C#N)F)=O)=O ({3-[3-(5-cyano-2-fluoro-phenyl)-3-oxo-propionylamino]-2′-fluoro-biphenyl-4-yl}-carbamic acid tert.-butyl ester), C(=O)(C(F)(F)F)O (TFA). Solvent: C(Cl)Cl (CH2Cl2). Product: FC1=C(C=C(C#N)C=C1)C=1CC(NC2=C(N1)C=CC(=C2)C2=C(C=CC=C2)F)=O (4-Fluoro-3-[7-(2-fluoro-phenyl)-4-oxo-4,5-dihydro-3H-benzo[b][1,4]diazepin-2-yl]-benzonitrile). As a reaction SMILES: C(OC(=O)[NH:7][C:8]1[CH:13]=[CH:12][C:11]([C:14]2[CH:19]=[CH:18][CH:17]=[CH:16][C:15]=2[F:20])=[CH:10][C:9]=1[NH:21][C:22](=[O:35])[CH2:23][C:24]([C:26]1[CH:31]=[C:30]([C:32]#[N:33])[CH:29]=[CH:28][C:27]=1[F:34])=O)(C)(C)C.C(O)(C(F)(F)F)=O>C(Cl)Cl>[F:34][C:27]1[CH:28]=[CH:29][C:30]([C:32]#[N:33])=[CH:31][C:26]=1[C:24]1[CH2:23][C:22](=[O:35])[NH:21][C:9]2[CH:10]=[C:11]([C:14]3[CH:19]=[CH:18][CH:17]=[CH:16][C:15]=3[F:20])[CH:12]=[CH:13][C:8]=2[N:7]=1. Procedure: Prepared from {3-[3-(5-cyano-2-fluoro-phenyl)-3-oxo-propionylamino]-2′-fluoro-biphenyl-4-yl}-carbamic acid tert.-butyl ester (Example K72) by treatment with TFA in CH2Cl2 according to the general procedure M. Obtained as a yellow solid (92 mg). Reactants: NC=1SC2=C(N1)C=CC(=C2)CC(=O)OCC (ethyl 2-aminobenzothiazole-6-acetate), C1(=CC=CC=C1)C#CC(=O)OCC (ethyl phenylpropiolate). Reaction conditions: temperature 200 celsius. The product is O=C1N=C2SC3=C(N2C(=C1)C1=CC=CC=C1)C=CC(=C3)CC(=O)OCC (ethyl 2-oxo-4-phenyl-2H-pyrimido[2,1-b]benzothiazole-8-acetate). Yield: 25.8%. As a reaction SMILES: [NH2:1][C:2]1[S:3][C:4]2[CH:10]=[C:9]([CH2:11][C:12]([O:14][CH2:15][CH3:16])=[O:13])[CH:8]=[CH:7][C:5]=2[N:6]=1.[C:17]1([C:23]#[C:24][C:25](OCC)=[O:26])[CH:22]=[CH:21][CH:20]=[CH:19][CH:18]=1>>[O:26]=[C:25]1[CH:24]=[C:23]([C:17]2[CH:22]=[CH:21][CH:20]=[CH:19][CH:18]=2)[N:6]2[C:2]([S:3][C:4]3[CH:10]=[C:9]([CH2:11][C:12]([O:14][CH2:15][CH3:16])=[O:13])[CH:8]=[CH:7][C:5]=32)=[N:1]1. Procedure details: A stirred mixture of 5 g of ethyl 2-aminobenzothiazole-6-acetate and 6 g of ethyl phenylpropiolate was heated at 200° C. in an oil bath for 1 hour and the crude mixture was then purified on a column of 200 g of silica using CHCl3 as eluant. The product obtained was highly colored and was crystallized from CHCl3 and crystallized from ethanol to obtain 1.99 g (26% yield) of ethyl 2-oxo-4-phenyl-2H-pyrimido[2,1-b]benzothiazole-8-acetate as orange plates. Yield: 94.4%. Conditions: time 1 hour. Reaction SMILES: [OH:1][N:2]=[C:3]([C:6]1[CH:11]=[CH:10][CH:9]=[CH:8][C:7]=1[O:12][C:13]1[CH:18]=[CH:17][C:16]([Cl:19])=[CH:15][CH:14]=1)[C:4]#[N:5].[C:20](=O)([O-])[O-].[K+].[K+].COS(OC)(=O)=O.CCOCC>CN(C)C=O>[CH3:20][O:1][N:2]=[C:3]([C:6]1[CH:11]=[CH:10][CH:9]=[CH:8][C:7]=1[O:12][C:13]1[CH:14]=[CH:15][C:16]([Cl:19])=[CH:17][CH:18]=1)[C:4]#[N:5] |f:1.2.3|. Yields the product CON=C(C#N)C1=C(C=CC=C1)OC1=CC=C(C=C1)Cl (α-methoxyimino-2-(4-chlorophenoxy)phenylacetonitrile). Solvent: CN(C=O)C (dimethylformamide). Reactants: ON=C(C#N)C1=C(C=CC=C1)OC1=CC=C(C=C1)Cl (α-hydroxyimino-2-(4-chlorophenoxy)phenylacetonitrile), CCOCC (ether), C([O-])([O-])=O.[K+].[K+] (potassium carbonate), COS(=O)(=O)OC (dimethylsulfate). Procedure details: α-hydroxyimino-2-(4-chlorophenoxy)phenylacetonitrile (a mixture of E- and Z-isomers) (1.36 g, 0.005 mole) was dissolved in dried dimethylformamide (10 ml) and potassium carbonate (0.90 g, 0.0065 mole) was added to the mixture. Further, dimethylsulfate (0.76 g, 0.006 mole) was added to the mixture under ice cooling, followed by stirring at room temperature for 1 hour. Then, ether (150 ml) was added to the mixture, which was washed twice with water. The ether layer was dried over anhydrous magnesi...